Dataset: the Open Reaction Database (ORD), a public repository of structured organic reaction records. Task: describe an organic reaction: reactants, conditions, products, and yield Starting materials: C1(=CC=CC=C1)SC1=NN2C(=NC=C(C2=O)C)S1 (2-phenylthio-6-methyl-5H-1,3,4-thiadiazolo[3,2-a]pyrimidin-5-one), O (water), OOS(=O)[O-].[K+] (OXONE), C(Cl)(Cl)Cl (chloroform). The solvent is CO (methanol), CO (methanol). Run at temperature 60 celsius, time 2 hour. Yields the product C1(=CC=CC=C1)S(=O)(=O)C1=NN2C(=NC=C(C2=O)C)S1 (2-benzenesulfonyl-6-methyl-5H-1,3,4-thiadiazolo[3,2-a]pyrimidin-5-one). Yield: 26.0%. Reaction SMILES: [C:1]1([S:7][C:8]2[S:18][C:11]3=[N:12][CH:13]=[C:14]([CH3:17])[C:15](=[O:16])[N:10]3[N:9]=2)[CH:6]=[CH:5][CH:4]=[CH:3][CH:2]=1.[OH:19]OS([O-])=O.[K+].C(Cl)(Cl)Cl.[OH2:29]>CO>[C:1]1([S:7]([C:8]2[S:18][C:11]3=[N:12][CH:13]=[C:14]([CH3:17])[C:15](=[O:16])[N:10]3[N:9]=2)(=[O:19])=[O:29])[CH:2]=[CH:3][CH:4]=[CH:5][CH:6]=1 |f:1.2|. Reported procedure: In 165 ml of methanol, 4.1 g of 2-phenylthio-6-methyl-5H-1,3,4-thiadiazolo[3,2-a]pyrimidin-5-one was dissolved. A dispersion of 40.3 g of OXONE® suspended in 165 ml of water was added to the methanol solution, and the resulting mixture was warmed to 60° C. and stirred for 2 hours. After cooling, chloroform was added for extraction, the organic layer was washed with a sodium thiosulfate aqueous solution, a sodium hydrogen carbonate aqueous solution and water respectively. After the organic layer ... The reactants are 58.5, CN(C(=O)NC(=S)N)C (1,1-dimethyl-4-thiobiuret), O (water), [OH-].[Na+] (sodium hydroxide), ICC (iodoethane). Solvent: CO (methanol). Reaction conditions: temperature 25 celsius, time 2 hour. Yields the product CN(C(NC(SCC)=N)=O)C (ethyl 4,4-dimethylthioallophanimidate), formula II. Reaction SMILES: [CH3:1][N:2]([CH3:9])[C:3]([NH:5][C:6]([NH2:8])=[S:7])=[O:4].O.[OH-].[Na+].I[CH2:14][CH3:15]>CO>[CH3:1][N:2]([CH3:9])[C:3](=[O:4])[NH:5][C:6](=[NH:8])[S:7][CH2:14][CH3:15] |f:2.3|. Reported procedure: To a solution of 58.5 parts of 1,1-dimethyl-4-thiobiuret in 200 parts of water, 200 parts of methanol and 32 parts of 50% aqueous sodium hydroxide are added at 25° C. within 10 minutes 62.5 parts of iodoethane. The reaction mass is then stirred at 25° C. for 2 hours. Evaporation of the methanol and part of the water under vacuum gives 64 parts of crude ethyl 4,4-dimethylthioallophanimidate (a compound of formula II), which is recrystallized from water-methanol (50:50) and shows a melting point o... The reactants are [BH4-], COc1ccccc1C1(C(=O)CN2CCCC(COc3ccc(C(F)(F)F)cc3)C2)CCC1, CO, [Na+], O. Product: COc1ccccc1C1(C(O)CN2CCCC(COc3ccc(C(F)(F)F)cc3)C2)CCC1. As a reaction SMILES: [BH4-:34].[CH3:1][O:2][c:3]1[c:4]([C:9]2([C:13]([CH2:14][N:15]3[CH2:16][CH:17]([CH2:21][O:22][c:23]4[cH:24][cH:25][c:26]([C:29]([F:30])([F:31])[F:32])[cH:27][cH:28]4)[CH2:18][CH2:19][CH2:20]3)=[O:33])[CH2:10][CH2:11][CH2:12]2)[cH:5][cH:6][cH:7][cH:8]1.[CH3:37][OH:38].[Na+:35].[OH2:36]>>[CH3:1][O:2][c:3]1[c:4]([C:9]2([CH:13]([CH2:14][N:15]3[CH2:16][CH:17]([CH2:21][O:22][c:23]4[cH:24][cH:25][c:26]([C:29]([F:30])([F:31])[F:32])[cH:27][cH:28]4)[CH2:18][CH2:19][CH2:20]3)[OH:33])[CH2:10][CH2:11][CH2:12]2)[cH:5][cH:6][cH:7][cH:8]1. Reactants: P(=O)(Cl)(Cl)Cl (phosphorus oxychloride), C(C)N1CCNCC1 (N-ethylpiperazine), CNC(=O)C=1C(=CC=CC1)C (N-methyl-o-toluamide), C(#N)C1=CC(=NC=C1)OCC1=CC=CC=C1 (4-cyano-2-benzyloxypyridine). Run at temperature 100 celsius. Product: C(C)N1CCN(CC1)C1=NC(=CC2=CC=CC=C12)C1=CC(=NC=C1)OCC1=CC=CC=C1 (1-(4-ethylpiperazin-1-yl)-3-(2-benzyloxypyridin-4-yl)isoquinoline), C(C)N1CCN(CC1)C1=NC(=CC2=CC=CC=C12)C1=CC(=NC=C1)Cl (1-(4-ethylpiperazin-1-yl)-3-(2-chloropyridin-4-yl)isoquinoline). RXN SMILES: [CH3:1][NH:2][C:3]([C:5]1[C:6]([CH3:11])=[CH:7][CH:8]=[CH:9][CH:10]=1)=O.[C:12]([C:14]1[CH:19]=[CH:18][N:17]=[C:16]([O:20][CH2:21][C:22]2[CH:27]=[CH:26][CH:25]=[CH:24][CH:23]=2)[CH:15]=1)#[N:13].P(Cl)(Cl)([Cl:30])=O.[CH2:33]([N:35]1[CH2:40][CH2:39][NH:38][CH2:37][CH2:36]1)[CH3:34]>>[CH2:33]([N:35]1[CH2:36][CH2:37][N:2]([C:3]2[C:5]3[C:6](=[CH:7][CH:8]=[CH:9][CH:10]=3)[CH:11]=[C:12]([C:14]3[CH:19]=[CH:18][N:17]=[C:16]([O:20][CH2:21][C:22]4[CH:27]=[CH:26][CH:25]=[CH:24][CH:23]=4)[CH:15]=3)[N:13]=2)[CH2:1][CH2:40]1)[CH3:34].[CH2:33]([N:35]1[CH2:40][CH2:39][N:38]([C:11]2[C:6]3[C:5](=[CH:10][CH:9]=[CH:8][CH:7]=3)[CH:3]=[C:12]([C:14]3[CH:19]=[CH:18][N:17]=[C:16]([Cl:30])[CH:15]=3)[N:13]=2)[CH2:37][CH2:36]1)[CH3:34]. Procedure: To 3-(2-benzyloxypyridin-4-yl)isoquinolin-1-one (2.84 g) obtained by reacting N-methyl-o-toluamide (3.00 g) and 4-cyano-2-benzyloxypyridine (4.20 g) according to the method of Example 10-1 was added phosphorus oxychloride (37.7 g), and the resultingmixture was heated at 100° C. for 2 hr. The reaction solution was evaporated, and to the resulting residue were added ethyl acetate and purified water. The ethyl acetate layer was washed with water and brine, and dried over magnesium sulfate. The solv... Reactants: CC(=O)C1=CC(=CC(=C1)OC(=O)C)OC(=O)C (3,5-diacetoxyacetophenone). Reagents/catalysts: [Pd] (palladium on charcoal). Solvent: CO (methanol). Run at time 2 hour. Product: OC(C)C1=CC(=CC(=C1)OC(C)=O)OC(C)=O (1-(1-hydroxyethyl)-3,5-diacetoxybenzene). The yield is 90.9%. Reaction SMILES: [CH3:1][C:2]([C:4]1[CH:9]=[C:8]([O:10][C:11]([CH3:13])=[O:12])[CH:7]=[C:6]([O:14][C:15]([CH3:17])=[O:16])[CH:5]=1)=[O:3]>[Pd].CO>[OH:3][CH:2]([C:4]1[CH:9]=[C:8]([O:10][C:11](=[O:12])[CH3:13])[CH:7]=[C:6]([O:14][C:15](=[O:16])[CH3:17])[CH:5]=1)[CH3:1]. Procedure details: A 500 ml autoclave was charged with 20 g (85 mmol) of 3,5-diacetoxyacetophenone, 2 g of palladium on charcoal (catalyst E101 CA/W 5%, Degussa, Germany) and 350 ml of methanol. The autoclave was flushed three times with hydrogen (3 bar), the mixture was stirred and hydrogenation was carried out at 30 bar hydrogen pressure for two hours. After flushing the solution twice with 3 bar nitrogen the catalyst was removed by filtration over Hyflo Super Cel®. Evaporation of the solvent left 19.2 g of a sl... Starting materials: O=C1CCC(=O)N1I, CN(C)C=O, Nc1nccc2cc(-c3cccn4cncc34)oc12. The product is Nc1ncc(I)c2cc(-c3cccn4cncc34)oc12. As a reaction SMILES: [O:20]=[C:21]1[N:22]([I:27])[C:23](=[O:24])[CH2:25][CH2:26]1.[O:28]=[CH:29][N:30]([CH3:31])[CH3:32].[cH:1]1[n:2][cH:3][n:4]2[c:5]1[c:6](-[c:10]1[cH:11][c:12]3[c:13]([c:14]([NH2:18])[n:15][cH:16][cH:17]3)[o:19]1)[cH:7][cH:8][cH:9]2>>[cH:1]1[n:2][cH:3][n:4]2[c:5]1[c:6](-[c:10]1[cH:11][c:12]3[c:13]([c:14]([NH2:18])[n:15][cH:16][c:17]3[I:27])[o:19]1)[cH:7][cH:8][cH:9]2.